Task: describe an organic reaction: reactants, conditions, products, and yield. Dataset: the Open Reaction Database (ORD), a public repository of structured organic reaction records Reactants: CN1N=CC=2N(CCCC21)C(=O)OC(C)(C)C (tert-butyl 1-methyl-6,7-dihydro-1H-pyrazolo[4,3-b]pyridine-4(5H)-carboxylate), C(=O)(C(F)(F)F)O (TFA). The solvent is C(Cl)Cl (CH2Cl2). Run at time 18 hour. Product: CN1N=CC=2NCCCC21 (1-methyl-4,5,6,7-tetrahydro-1H-pyrazolo[4,3-b]pyridine). Isolated yield 69.1%. As a reaction SMILES: [CH3:1][N:2]1[C:10]2[CH2:9][CH2:8][CH2:7][N:6](C(OC(C)(C)C)=O)[C:5]=2[CH:4]=[N:3]1.C(O)(C(F)(F)F)=O>C(Cl)Cl>[CH3:1][N:2]1[C:10]2[CH2:9][CH2:8][CH2:7][NH:6][C:5]=2[CH:4]=[N:3]1. Procedure details: To a stirred solution of tert-butyl 1-methyl-6,7-dihydro-1H-pyrazolo[4,3-b]pyridine-4(5H)-carboxylate (55 mg, 232 μmol) in CH2Cl2 (4 mL) was added TFA (740 mg, 500 μL, 6.49 mmol). After 18 h, the reaction mixture was concentrated in vacuo and the residue obtained purified by chromatography (40 g column, 50 m silica-gel from Analogix, 0 to 5% 9:1 methanol:ammonium hydroxide in CH2Cl2, 20 min) to give 1-methyl-4,5,6,7-tetrahydro-1H-pyrazolo[4,3-b]pyridine (22 mg, 69%). 1H NMR (CHLOROFORM-d) δ: 7.0...